From a dataset of the Open Reaction Database (ORD), a public repository of structured organic reaction records. describe an organic reaction: reactants, conditions, products, and yield The reactants are Cl.NC=1C2=C(NS(N1)(=O)=O)C=CC=C2OC[C@@H]2[NH2+]CCCC2 ((R)-2-(((4-amino-2,2-dioxido-1H-benzo[c][1,2,6]thiadiazin-5-yl)oxy)methyl)piperidinium hydrochloride), CC1=C(C(=O)O)C=CC=N1 (2-methylnicotinic acid). The product is NC=1C2=C(NS(N1)(=O)=O)C=CC=C2OC[C@@H]2N(CCCC2)C(=O)C=2C(=NC=CC2)C ((R)-(2-(((4-amino-2,2-dioxido-1H-benzo[c][1,2,6]thiadiazin-5-yl)oxy)methyl)piperidin-1-yl)(2-methylpyridin-3-yl)methanone). As a reaction SMILES: Cl.[NH2:2][C:3]1[C:4]2[C:14]([O:15][CH2:16][C@H:17]3[CH2:22][CH2:21][CH2:20][CH2:19][NH2+:18]3)=[CH:13][CH:12]=[CH:11][C:5]=2[NH:6][S:7](=[O:10])(=[O:9])[N:8]=1.[CH3:23][C:24]1[N:32]=[CH:31][CH:30]=[CH:29][C:25]=1[C:26](O)=[O:27]>>[NH2:2][C:3]1[C:4]2[C:14]([O:15][CH2:16][C@H:17]3[CH2:22][CH2:21][CH2:20][CH2:19][N:18]3[C:26]([C:25]3[C:24]([CH3:23])=[N:32][CH:31]=[CH:30][CH:29]=3)=[O:27])=[CH:13][CH:12]=[CH:11][C:5]=2[NH:6][S:7](=[O:9])(=[O:10])[N:8]=1 |f:0.1|. Procedure: Prepared as in Example 15 from (R)-2-(((4-amino-2,2-dioxido-1H-benzo[c][1,2,6]thiadiazin-5-yl)oxy)methyl)piperidinium hydrochloride (Example 15a) and 2-methylnicotinic acid. 1H NMR (400 MHz, DMSO-d6) δ 1.35 (m, 1H), 1.48-1.81 (m, 4H), 1.86 (m, 1H), 2.24 (s, 3H), 3.12 (m, 1H), 3.24 (m, 1H), 4.16 (m, 1H), 4.77 (t, 1H, J=9.8 Hz), 5.32 (m, 1H), 6.62 (d, 1H, J=8.0 Hz), 6.90 (d, 1H, J=8.3 Hz), 7.27 (m, 1H), 7.47 (t, 1H, J=8.3 Hz), 7.66 (m, 1H), 7.93 (br s, 1H), 8.31 (br s, 1H), 8.47 (dd, 1H, J=5.1, 1.... The reactants are Clc1ccccc1-n1ncnc1-c1cn2c(n1)-c1ccc(Br)cc1OCC2, O=C([O-])[O-], OB(O)c1ccc(Cl)cc1, [Cs+], [Cs+], C1COCCO1, O. Product: Clc1ccc(-c2ccc3c(c2)OCCn2cc(-c4ncnn4-c4ccccc4Cl)nc2-3)cc1. As a reaction SMILES: [Br:1][c:2]1[cH:3][c:4]2[c:5]([cH:26][cH:27]1)-[c:6]1[n:7]([cH:11][c:12](-[c:14]3[n:15][cH:16][n:17][n:18]3-[c:19]3[c:20]([Cl:25])[cH:21][cH:22][cH:23][cH:24]3)[n:13]1)[CH2:8][CH2:9][O:10]2.[C:38](=[O:39])([O-:40])[O-:41].[Cl:28][c:29]1[cH:30][cH:31][c:32]([B:35]([OH:36])[OH:37])[cH:33][cH:34]1.[Cs+:42].[Cs+:43].[O:45]1[CH2:46][CH2:47][O:48][CH2:49][CH2:50]1.[OH2:44]>>[c:2]1(-[c:32]2[cH:31][cH:30][c:29]([Cl:28])[cH:34][cH:33]2)[cH:3][c:4]2[c:5]([cH:26][cH:27]1)-[c:6]1[n:7]([cH:11][c:12](-[c:14]3[n:15][cH:16][n:17][n:18]3-[c:19]3[c:20]([Cl:25])[cH:21][cH:22][cH:23][cH:24]3)[n:13]1)[CH2:8][CH2:9][O:10]2. The reactants are CCOCC, ClCCl, CC(CO)CC(F)(F)F, [Na+], [Na+], [Na+], O=S([O-])([O-])=S, O=C([O-])O. The product is CC(C=O)CC(F)(F)F. Reaction SMILES: [CH3:20][CH2:21][O:22][CH2:23][CH3:24].[Cl:17][CH2:18][Cl:19].[F:1][C:2]([CH2:3][CH:4]([CH2:5][OH:6])[CH3:7])([F:8])[F:9].[Na+:10].[Na+:11].[Na+:29].[O-:12][S:13]([O-:14])(=[S:15])=[O:16].[O-:25][C:26]([OH:27])=[O:28]>>[F:1][C:2]([CH2:3][CH:4]([CH:5]=[O:6])[CH3:7])([F:8])[F:9]. Reactants: CO, [K+], C1CCOC1, [OH-], O, O=C(O)CC(O)(CC(=O)O)C(=O)O, CCOC(=O)CCc1ccc(NCc2ccc(OC(c3ccccc3)c3ccccc3)c(CC(C)C)c2)cc1F. As a reaction SMILES: [CH3:57][OH:58].[K+:42].[O:59]1[CH2:60][CH2:61][CH2:62][CH2:63]1.[OH-:41].[OH2:43].[OH:44][C:45]([CH2:46][C:47]([C:48](=[O:49])[OH:50])([CH2:51][C:52](=[O:53])[OH:54])[OH:55])=[O:56].[c:1]1([CH:7]([O:8][c:9]2[c:10]([CH2:31][CH:32]([CH3:33])[CH3:34])[cH:11][c:12]([CH2:13][NH:14][c:15]3[cH:16][c:17]([F:28])[c:18]([CH2:21][CH2:22][C:23](=[O:24])[O:25][CH2:26][CH3:27])[cH:19][cH:20]3)[cH:29][cH:30]2)[c:35]2[cH:36][cH:37][cH:38][cH:39][cH:40]2)[cH:2][cH:3][cH:4][cH:5][cH:6]1>>[c:1]1([CH:7]([O:8][c:9]2[c:10]([CH2:31][CH:32]([CH3:33])[CH3:34])[cH:11][c:12]([CH2:13][NH:14][c:15]3[cH:16][c:17]([F:28])[c:18]([CH2:21][CH2:22][C:23](=[O:24])[OH:25])[cH:19][cH:20]3)[cH:29][cH:30]2)[c:35]2[cH:36][cH:37][cH:38][cH:39][cH:40]2)[cH:2][cH:3][cH:4][cH:5][cH:6]1. Product: CC(C)Cc1cc(CNc2ccc(CCC(=O)O)c(F)c2)ccc1OC(c1ccccc1)c1ccccc1. Starting materials: NC=1C(=NC(=CN1)C1CCN(CC1)C(CC)=O)C(=O)OC (Methyl 3-amino-6-(1-propanoyl-4-piperidyl)pyrazine-2-carboxylate), O.NN (hydrazine hydrate). Run in CCO (EtOH). Run at temperature 70 celsius, time 16 hour. Product: NC=1C(=NC(=CN1)C1CCN(CC1)C(CC)=O)C(=O)NN (3-amino-6-(1-propionylpiperidin-4-yl)pyrazine-2-carbohydrazide). The yield is 94.5%. As a reaction SMILES: [NH2:1][C:2]1[C:3]([C:18]([O:20]C)=O)=[N:4][C:5]([CH:8]2[CH2:13][CH2:12][N:11]([C:14](=[O:17])[CH2:15][CH3:16])[CH2:10][CH2:9]2)=[CH:6][N:7]=1.O.[NH2:23][NH2:24]>CCO>[NH2:1][C:2]1[C:3]([C:18]([NH:23][NH2:24])=[O:20])=[N:4][C:5]([CH:8]2[CH2:9][CH2:10][N:11]([C:14](=[O:17])[CH2:15][CH3:16])[CH2:12][CH2:13]2)=[CH:6][N:7]=1 |f:1.2|. Reported procedure: Methyl 3-amino-6-(1-propanoyl-4-piperidyl)pyrazine-2-carboxylate (110 mg, 0.38 mmol) was suspended in EtOH (2 mL) and hydrazine hydrate (94 mg, 92 μL, 1.9 mmol) was added and the reaction mixture was heated at 70° C. for 1.5 h, followed by 16 h heating at 35° C. forming a thick yellow solid. The solid was isolated by filtration, washed with water (20 mL) and ethanol (40 mL). The solid was dried under high vacuum to yield 3-amino-6-(1-propionylpiperidin-4-yl)pyrazine-2-carbohydrazide (105 mg, 95%... Starting materials: C1CCOC1, COC(=O)c1cc(CNc2ccccc2C(=O)NOCC2CCCC2)ccc1F, [Li+], [OH-], O. Yields the product O=C(O)c1cc(CNc2ccccc2C(=O)NOCC2CCCC2)ccc1F. RXN SMILES: [CH2:32]1[O:33][CH2:34][CH2:35][CH2:36]1.[CH3:1][O:2][C:3]([c:4]1[c:5]([F:28])[cH:6][cH:7][c:8]([CH2:10][NH:11][c:12]2[c:13]([C:18]([NH:19][O:20][CH2:21][CH:22]3[CH2:23][CH2:24][CH2:25][CH2:26]3)=[O:27])[cH:14][cH:15][cH:16][cH:17]2)[cH:9]1)=[O:29].[Li+:30].[OH-:31].[OH2:37]>>[O:2]=[C:3]([c:4]1[c:5]([F:28])[cH:6][cH:7][c:8]([CH2:10][NH:11][c:12]2[c:13]([C:18]([NH:19][O:20][CH2:21][CH:22]3[CH2:23][CH2:24][CH2:25][CH2:26]3)=[O:27])[cH:14][cH:15][cH:16][cH:17]2)[cH:9]1)[OH:29].